This data is from the Open Reaction Database (ORD), a public repository of structured organic reaction records. The task is: describe an organic reaction: reactants, conditions, products, and yield Reactants: CO, [Na+], [OH-], CCOC(=O)c1ccc2c(c1)CCC(Cc1cncs1)C2. Product: O=C(O)c1ccc2c(c1)CCC(Cc1cncs1)C2. RXN SMILES: [CH3:24][OH:25].[Na+:23].[OH-:22].[s:1]1[cH:2][n:3][cH:4][c:5]1[CH2:6][CH:7]1[CH2:8][c:9]2[cH:10][cH:11][c:12]([C:17](=[O:18])[O:19][CH2:20][CH3:21])[cH:13][c:14]2[CH2:15][CH2:16]1>>[s:1]1[cH:2][n:3][cH:4][c:5]1[CH2:6][CH:7]1[CH2:8][c:9]2[cH:10][cH:11][c:12]([C:17](=[O:18])[OH:19])[cH:13][c:14]2[CH2:15][CH2:16]1. The reactants are OCCN(C1=CC(=C(C#N)C=C1)C(F)(F)F)CC(F)(F)F (4-[(2-hydroxyethyl)(2,2,2-trifluoroethyl)amino]-2-(trifluoromethyl)benzonitrile), 281, FC(C1=CC=C(C=C1)O)(F)F (4-(trifluoromethyl)phenol), M-C7H4F3O. Product: FC(CN(C1=CC(=C(C#N)C=C1)C(F)(F)F)CCOC1=CC=C(C=C1)C(F)(F)F)(F)F (4-[(2,2,2-Trifluoroethyl)(2-{[4-(trifluoromethyl)phenyl]oxy}ethyl)amino]-2-(trifluoromethyl)benzonitrile). RXN SMILES: [OH:1][CH2:2][CH2:3][N:4]([CH2:17][C:18]([F:21])([F:20])[F:19])[C:5]1[CH:12]=[CH:11][C:8]([C:9]#[N:10])=[C:7]([C:13]([F:16])([F:15])[F:14])[CH:6]=1.[F:22][C:23]([F:32])([F:31])[C:24]1[CH:29]=[CH:28][C:27](O)=[CH:26][CH:25]=1>>[F:21][C:18]([F:19])([F:20])[CH2:17][N:4]([CH2:3][CH2:2][O:1][C:27]1[CH:28]=[CH:29][C:24]([C:23]([F:32])([F:31])[F:22])=[CH:25][CH:26]=1)[C:5]1[CH:12]=[CH:11][C:8]([C:9]#[N:10])=[C:7]([C:13]([F:15])([F:16])[F:14])[CH:6]=1. Procedure: Synthesized as described in Example 1C from 4-[(2-hydroxyethyl)(2,2,2-trifluoroethyl)amino]-2-(trifluoromethyl)benzonitrile and 4-(trifluoromethyl)phenol: MS (El) m/z 456 (M+, 4%), 295 ([M-C7H4F3O]+, 9%), 281 (100%). Product: CN(C)CCN(C)c1ccc2nnc(-c3cnc([N+](=O)[O-])n3C)n2n1. The reactants are Cn1c(-c2nnc3ccc(Cl)nn23)cnc1[N+](=O)[O-], CNCCN(C)C, CN(C)C=O. Reaction SMILES: [CH3:1][n:2]1[c:3]([N+:17](=[O:18])[O-:19])[n:4][cH:5][c:6]1-[c:7]1[n:8][n:9][c:10]2[n:11]1[n:12][c:13]([Cl:16])[cH:14][cH:15]2.[CH3:20][NH:21][CH2:22][CH2:23][N:24]([CH3:25])[CH3:26].[O:27]=[CH:28][N:29]([CH3:30])[CH3:31]>>[CH3:1][n:2]1[c:3]([N+:17](=[O:18])[O-:19])[n:4][cH:5][c:6]1-[c:7]1[n:8][n:9][c:10]2[n:11]1[n:12][c:13]([N:21]([CH3:20])[CH2:22][CH2:23][N:24]([CH3:25])[CH3:26])[cH:14][cH:15]2. Starting materials: NC1=C(C=C(C=N1)C1=C(N=C2SC(=NN21)C2=CC(=C(C=C2)O)OC)C)C(F)(F)F (4-(5-(6-amino-5-(trifluoromethyl)pyridin-3-yl) -6-methylimidazo[2,1-b][1,3,4]thiadiazol-2-yl)-2-methoxyphenol), ClCC(=O)N(C)C (2-chloro-N,N-dimethylacetamide), C(=O)([O-])[O-].[K+].[K+] (K2CO3). Solvent: CN(C)C=O (DMF). Conditions: temperature 105 celsius, time 1 hour. Product: NC1=C(C=C(C=N1)C1=C(N=C2SC(=NN21)C2=CC(=C(OCC(=O)N(C)C)C=C2)OC)C)C(F)(F)F (2-(4-(5-(6-amino-5-(trifluoromethyl)pyridin-3-yl)-6-methylimidazo[2,1-b][1,3,4]thiadiazol-2-yl)-2-methoxyphenoxy)-N,N-dimethylacetamide). Reaction SMILES: [NH2:1][C:2]1[N:7]=[CH:6][C:5]([C:8]2[N:15]3[C:11]([S:12][C:13]([C:16]4[CH:21]=[CH:20][C:19]([OH:22])=[C:18]([O:23][CH3:24])[CH:17]=4)=[N:14]3)=[N:10][C:9]=2[CH3:25])=[CH:4][C:3]=1[C:26]([F:29])([F:28])[F:27].Cl[CH2:31][C:32]([N:34]([CH3:36])[CH3:35])=[O:33].C([O-])([O-])=O.[K+].[K+]>CN(C=O)C>[NH2:1][C:2]1[N:7]=[CH:6][C:5]([C:8]2[N:15]3[C:11]([S:12][C:13]([C:16]4[CH:21]=[CH:20][C:19]([O:22][CH2:31][C:32]([N:34]([CH3:36])[CH3:35])=[O:33])=[C:18]([O:23][CH3:24])[CH:17]=4)=[N:14]3)=[N:10][C:9]=2[CH3:25])=[CH:4][C:3]=1[C:26]([F:28])([F:27])[F:29] |f:2.3.4|. Procedure: To a solution of 4-(5-(6-amino-5-(trifluoromethyl)pyridin-3-yl) -6-methylimidazo[2,1-b][1,3,4]thiadiazol-2-yl)-2-methoxyphenol (0.042 g, 0.1 mmol, 1 eq) in dry DMF (1 mL), 2-chloro-N,N-dimethylacetamide (0.016 g, 0.13 mmol, 1.25 eq) and K2CO3 (0.018 g, 0.13 mmol, 1.25 eq) were added. The mixture was stirred at 105° C. for 1 h and cooled to RT. The solvent was evaporated, and the dry residue was taken up in DCM, washed with water (2×1 mL), dried (MgSO4), filtered and concentrated to dryness. Puri... Reactants: Amino acid, N[C@@H](CCCCN)C(=O)O (Lys), N[C@@H](C(C)C)C(=O)O (Val), C(C)(=O)[O-].[NH4+] (ammonium acetate), N[C@@H](CC(O)=O)C(=O)O (Asp), CS(=O)(=O)O (methane sulfonic acid), N[C@@H](C)C(=O)O (Ala), N[C@@H](CCCNC(N)=N)C(=O)O (Arg). Run in C(CCC)O.C(C)(=O)O.N1=CC=CC=C1.O (n-butanol acetic acid pyridine water), C(C)#N (acetonitrile). Product: C(C)(=O)O.C(C)(=O)O.C(C)(=O)O.N[C@@H](CCCNC(N)=N)C(=O)N[C@@H](CCCCN)C(=O)N[C@@H](CC(O)=O)C(=O)N[C@@H](C(C)C)C(=O)N[C@H](C)C(=O)N (L-arginyl-L-lysyl-L-aspartyl-L-valyl-D-alaninamide triacetate). Reaction SMILES: CS(O)(=O)=O.[NH2:6][C@H:7]([C:9]([OH:11])=[O:10])[CH3:8].[NH2:12][C@H:13]([C:17]([OH:19])=[O:18])[CH:14]([CH3:16])[CH3:15].[NH2:20][C@H:21]([C:27]([OH:29])=[O:28])[CH2:22][CH2:23][CH2:24][CH2:25][NH2:26].[NH2:30][C@H:31]([C:39]([OH:41])=O)[CH2:32][CH2:33][CH2:34][NH:35][C:36](=[NH:38])[NH2:37].[NH2:42][C@H:43]([C:48]([OH:50])=O)[CH2:44][C:45](=[O:47])[OH:46].C([O-])(=O)C.[NH4+:55]>C(#N)C.C(O)CCC.C(O)(=O)C.N1C=CC=CC=1.O>[C:9]([OH:11])(=[O:10])[CH3:7].[C:17]([OH:19])(=[O:18])[CH3:13].[C:27]([OH:29])(=[O:28])[CH3:21].[NH2:30][C@H:31]([C:39]([NH:20][C@H:21]([C:27]([NH:42][C@H:43]([C:48]([NH:12][C@H:13]([C:17]([NH:6][C@@H:7]([C:9]([NH2:55])=[O:11])[CH3:8])=[O:19])[CH:14]([CH3:16])[CH3:15])=[O:50])[CH2:44][C:45](=[O:47])[OH:46])=[O:29])[CH2:22][CH2:23][CH2:24][CH2:25][NH2:26])=[O:41])[CH2:32][CH2:33][CH2:34][NH:35][C:36](=[NH:38])[NH2:37] |f:6.7,9.10.11.12,13.14.15.16|. Reported procedure: Amino acid analysis following methane sulfonic acid hydrolysis gives the following ratios: Ala 1.00; Val 1.07; Lys 1.02; Arg 1.02; Asp 1.06. TLC data: Rf =0.17 in 4:1:1:2 (n-butanol-acetic acid-pyridine-water) on silica plates. Rf =0.40 in 4:1:1:2 on cellulose plates. Analysis of the product by high pressure liquid chromatography on a μ Bondapak C18 column (97% 0.1 M ammonium acetate: 3% acetonitrile, pH 4.0) shows the product to be 98% pure. The reactants are O=c1c(Br)c(O)ccn1Cc1cccc(F)c1, CC(C)=O, Fc1ccc(CBr)c(F)c1, [K+], [K+], O=C([O-])[O-]. Yields the product O=c1c(Br)c(OCc2ccc(F)cc2F)ccn1Cc1cccc(F)c1. As a reaction SMILES: [Br:1][c:2]1[c:3](=[O:17])[n:4]([CH2:9][c:10]2[cH:11][c:12]([F:16])[cH:13][cH:14][cH:15]2)[cH:5][cH:6][c:7]1[OH:8].[CH3:34][C:35](=[O:36])[CH3:37].[F:24][c:25]1[c:26]([CH2:27][Br:28])[cH:29][cH:30][c:31]([F:33])[cH:32]1.[K+:18].[K+:19].[O-:20][C:21]([O-:22])=[O:23]>>[Br:1][c:2]1[c:3](=[O:17])[n:4]([CH2:9][c:10]2[cH:11][c:12]([F:16])[cH:13][cH:14][cH:15]2)[cH:5][cH:6][c:7]1[O:8][CH2:27][c:26]1[c:25]([F:24])[cH:32][c:31]([F:33])[cH:30][cH:29]1. Starting materials: CSc1sc(C#N)cc1S(=O)(=O)c1cccc(Br)c1, CN1CCNCC1, Cc1ccccc1, CC(=O)[O-], CC(=O)[O-], [Pd+2], c1ccc(P(c2ccccc2)c2ccc3ccccc3c2-c2c(P(c3ccccc3)c3ccccc3)ccc3ccccc23)cc1. Product: CSc1sc(C#N)cc1S(=O)(=O)c1cccc(N2CCN(C)CC2)c1. RXN SMILES: [Br:1][c:2]1[cH:3][c:4]([S:8](=[O:9])(=[O:10])[c:11]2[cH:12][c:13]([C:18]#[N:19])[s:14][c:15]2[S:16][CH3:17])[cH:5][cH:6][cH:7]1.[CH3:20][N:21]1[CH2:22][CH2:23][NH:24][CH2:25][CH2:26]1.[CH3:82][c:83]1[cH:84][cH:85][cH:86][cH:87][cH:88]1.[O-:74][C:75]([CH3:76])=[O:77].[O-:78][C:79]([CH3:80])=[O:81].[Pd+2:73].[cH:27]1[cH:28][cH:29][c:30]([P:31]([c:32]2[cH:33][cH:34][c:35]3[c:36]([cH:37][cH:38][cH:39][cH:40]3)[c:41]2-[c:42]2[c:43]3[c:44]([cH:45][cH:46][cH:47][cH:48]3)[cH:49][cH:50][c:51]2[P:52]([c:53]2[cH:54][cH:55][cH:56][cH:57][cH:58]2)[c:59]2[cH:60][cH:61][cH:62][cH:63][cH:64]2)[c:65]2[cH:66][cH:67][cH:68][cH:69][cH:70]2)[cH:71][cH:72]1>>[c:2]1([N:24]2[CH2:23][CH2:22][N:21]([CH3:20])[CH2:26][CH2:25]2)[cH:3][c:4]([S:8](=[O:9])(=[O:10])[c:11]2[cH:12][c:13]([C:18]#[N:19])[s:14][c:15]2[S:16][CH3:17])[cH:5][cH:6][cH:7]1. Reactants: CC1=C2CN(C(NC2=CC=C1)=O)CC(=O)OCC (5-methyl-3-carbethoxymethyl-1,2,3,4-tetrahydroquinazolin-2-one), P(=O)(Cl)(Cl)Cl (phosphorus oxychloride). Conditions: time 3.5 hour. Product: Cl.ClC1=NC2=CC=CC(=C2CN1CC(=O)OCC)C (2-Chloro-3-carbethoxymethyl-5-methyl-3,4-dihydroquinazoline hydrochloride). The yield is 70.0%. RXN SMILES: [CH3:1][C:2]1[CH:11]=[CH:10][CH:9]=[C:8]2[C:3]=1[CH2:4][N:5]([CH2:13][C:14]([O:16][CH2:17][CH3:18])=[O:15])[C:6](=O)[NH:7]2.P(Cl)(Cl)([Cl:21])=O>>[ClH:21].[Cl:21][C:6]1[N:5]([CH2:13][C:14]([O:16][CH2:17][CH3:18])=[O:15])[CH2:4][C:3]2[C:8](=[CH:9][CH:10]=[CH:11][C:2]=2[CH3:1])[N:7]=1 |f:2.3|. Procedure: A mixture of 2.45 g (10 mmole) of 5-methyl-3-carbethoxymethyl-1,2,3,4-tetrahydroquinazolin-2-one and 20 ml of phosphorus oxychloride was immersed in an oil bath (105°-110°) for 3.5 hrs. The solution was cooled, the excess phosphorus oxychloride removed under aspirator pressure and the residue dissolved in chloroform (50 ml). ice water was added, the mixture shaken and Ice % sodium hydroxide was added dropwise to attain a pH=6. The above process was repeated until a pH=6 was maintained after shak... The reactants are FBF, CC1CNCCN1, CS(C)=O, O=C(O)c1cn(C2CC2)c2c(OC(F)F)c(F)c(F)cc2c1=O, O. Reaction SMILES: [B:8]([F:9])[F:10].[CH3:1][CH:2]1[NH:3][CH2:4][CH2:5][NH:6][CH2:7]1.[CH3:35][S:36](=[O:37])[CH3:38].[CH:11]1([n:14]2[cH:15][c:16]([C:31](=[O:32])[OH:33])[c:17](=[O:30])[c:18]3[cH:19][c:20]([F:29])[c:21]([F:28])[c:22]([O:24][CH:25]([F:26])[F:27])[c:23]23)[CH2:12][CH2:13]1.[OH2:34]>>[CH3:1][CH:2]1[NH:3][CH2:4][CH2:5][N:6]([c:21]2[c:20]([F:29])[cH:19][c:18]3[c:17](=[O:30])[c:16]([C:31](=[O:32])[OH:33])[cH:15][n:14]([CH:11]4[CH2:12][CH2:13]4)[c:23]3[c:22]2[O:24][CH:25]([F:26])[F:27])[CH2:7]1. The product is CC1CN(c2c(F)cc3c(=O)c(C(=O)O)cn(C4CC4)c3c2OC(F)F)CCN1.